From a dataset of the Open Reaction Database (ORD), a public repository of structured organic reaction records. describe an organic reaction: reactants, conditions, products, and yield The reactants are CCOC(=O)/N=N/C(=O)OCC (diethylazodicarboxylate), C(C)(=O)C1=NN(C(=C1)C)CCO (3-Acetyl-5-methyl-1-(2-hydroxyethyl)pyrazole), C1(=CC=CC=C1)P(C1=CC=CC=C1)C1=CC=CC=C1 (triphenyl-phosphine), SC1=NN=NN1C (5-mercapto-1-methyltetrazole). The solvent is C1CCOC1 (THF), C1CCOC1 (THF). Reaction conditions: temperature 5 celsius, time 4 hour. Yields the product C(C)(=O)C1=NN(C(=C1)C)CCSC1=NN=NN1C (3-Acetyl-5-methyl-1-[2-(1-methyltetrazol-5-ylthio)ethyl]pyrazole). Yield: 45.4%. Reaction SMILES: [C:1]([C:4]1[CH:8]=[C:7]([CH3:9])[N:6]([CH2:10][CH2:11]O)[N:5]=1)(=[O:3])[CH3:2].C1(P(C2C=CC=CC=2)C2C=CC=CC=2)C=CC=CC=1.[SH:32][C:33]1[N:37]([CH3:38])[N:36]=[N:35][N:34]=1.CCOC(/N=N/C(OCC)=O)=O>C1COCC1>[C:1]([C:4]1[CH:8]=[C:7]([CH3:9])[N:6]([CH2:10][CH2:11][S:32][C:33]2[N:37]([CH3:38])[N:36]=[N:35][N:34]=2)[N:5]=1)(=[O:3])[CH3:2]. Procedure details: 3-Acetyl-5-methyl-1-(2-hydroxyethyl)pyrazole (1.74 g), triphenyl-phosphine (4.071 g) and 5-mercapto-1-methyltetrazole (3.605 g) were dissolved in dry THF (125 ml) and cooled to 5° C. under an atmosphere of argon. A solution of diethylazodicarboxylate (2.70 g) in THF (25 ml) was added dropwise to the stirred, cooled solution. Stirring was continued at 5° C. for 4 h. The reaction mixture was then partitioned between ethyl acetate and water. The organic solution was washed with NaHCO3 solution, bri... Reactants: Cc1ccccc1, CC(=O)OC1=C(C2CCC(c3ccc(Cl)cc3)CC2)C(=O)c2ccccc2C1=O, O, O=S(=O)(O)O. Yields the product O=C1C(O)=C(C2CCC(c3ccc(Cl)cc3)CC2)C(=O)c2ccccc21. As a reaction SMILES: [CH3:36][c:37]1[cH:38][cH:39][cH:40][cH:41][cH:42]1.[Cl:1][c:2]1[cH:3][cH:4][c:5]([CH:8]2[CH2:9][CH2:10][CH:11]([C:14]3=[C:23]([O:24][C:25](=[O:26])[CH3:27])[C:22](=[O:28])[c:21]4[c:16]([cH:17][cH:18][cH:19][cH:20]4)[C:15]3=[O:29])[CH2:12][CH2:13]2)[cH:6][cH:7]1.[OH2:35].[S:30](=[O:31])(=[O:32])([OH:33])[OH:34]>>[Cl:1][c:2]1[cH:3][cH:4][c:5]([CH:8]2[CH2:9][CH2:10][CH:11]([C:14]3=[C:23]([OH:24])[C:22](=[O:28])[c:21]4[c:16]([cH:17][cH:18][cH:19][cH:20]4)[C:15]3=[O:29])[CH2:12][CH2:13]2)[cH:6][cH:7]1. Starting materials: O=C([O-])[O-], CC(C)(O)c1ccc(Cl)nn1, [Cs+], [Cs+], C1COCCO1, CC(c1ccc(B2OC(C)(C)C(C)(C)O2)cc1)N1CCC(CC(C)(C)O)(c2ccccc2)OC1=O, Cl[Pd]Cl, c1ccc(P(c2ccccc2)c2ccccc2)cc1, c1ccc(P(c2ccccc2)c2ccccc2)cc1. Yields the product CC(c1ccc(-c2ccc(C(C)(C)O)nn2)cc1)N1CCC(CC(C)(C)O)(c2ccccc2)OC1=O. As a reaction SMILES: [C:47](=[O:48])([O-:49])[O-:50].[Cl:36][c:37]1[cH:38][cH:39][c:40]([C:43]([CH3:44])([CH3:45])[OH:46])[n:41][n:42]1.[Cs+:51].[Cs+:52].[O:53]1[CH2:54][CH2:55][O:56][CH2:57][CH2:58]1.[OH:1][C:2]([CH2:3][C:4]1([c:28]2[cH:29][cH:30][cH:31][cH:32][cH:33]2)[CH2:5][CH2:6][N:7]([CH:11]([CH3:12])[c:13]2[cH:14][cH:15][c:16]([B:19]3[O:20][C:21]([CH3:22])([CH3:23])[C:24]([CH3:25])([CH3:26])[O:27]3)[cH:17][cH:18]2)[C:8](=[O:10])[O:9]1)([CH3:34])[CH3:35].[Pd:59]([Cl:60])[Cl:61].[c:62]1([P:63]([c:64]2[cH:65][cH:66][cH:67][cH:68][cH:69]2)[c:70]2[cH:71][cH:72][cH:73][cH:74][cH:75]2)[cH:76][cH:77][cH:78][cH:79][cH:80]1.[c:81]1([P:82]([c:83]2[cH:84][cH:85][cH:86][cH:87][cH:88]2)[c:89]2[cH:90][cH:91][cH:92][cH:93][cH:94]2)[cH:95][cH:96][cH:97][cH:98][cH:99]1>>[OH:1][C:2]([CH2:3][C:4]1([c:28]2[cH:29][cH:30][cH:31][cH:32][cH:33]2)[CH2:5][CH2:6][N:7]([CH:11]([CH3:12])[c:13]2[cH:14][cH:15][c:16](-[c:37]3[cH:38][cH:39][c:40]([C:43]([CH3:44])([CH3:45])[OH:46])[n:41][n:42]3)[cH:17][cH:18]2)[C:8](=[O:10])[O:9]1)([CH3:34])[CH3:35]. The reactants are CC1(C(CC(C1)=O)C(=O)O)C (2,2 dimethyl-4-oxocyclopentanecarboxylic acid), C=1C=CC2=C(C1)N=NN2O (HOBT), Br.Br.N[C@@H](CC1=CNC=N1)C(=O)N1[C@H](C(=O)N)CCC1 (L-histidyl-L-prolinamide dihydrobromide), C1CCC(CC1)N=C=NC2CCCCC2 (DCC). Run in CN(C)C=O (DMF), C(C)N(CC)CC (triethylamine). Run at temperature 0 celsius. The product is CC1(C(CC(C1)=O)C(=O)N[C@@H](CC1=CNC=N1)C(=O)N1[C@H](C(=O)N)CCC1)C (Nα -(2,2-Dimethyl-4-oxocyclopentanecarbonyl)-L-histidyl-L-prolinamide). Isolated yield 56.1%. As a reaction SMILES: [CH3:1][C:2]1([CH3:11])[CH2:6][C:5](=[O:7])[CH2:4][CH:3]1[C:8]([OH:10])=O.C1C=CC2N(O)N=NC=2C=1.C1CCC(N=C=NC2CCCCC2)CC1.Br.Br.[NH2:39][C@H:40]([C:47]([N:49]1[CH2:56][CH2:55][CH2:54][C@H:50]1[C:51]([NH2:53])=[O:52])=[O:48])[CH2:41][C:42]1[N:46]=[CH:45][NH:44][CH:43]=1>CN(C=O)C.C(N(CC)CC)C>[CH3:11][C:2]1([CH3:1])[CH2:6][C:5](=[O:7])[CH2:4][CH:3]1[C:8]([NH:39][C@H:40]([C:47]([N:49]1[CH2:56][CH2:55][CH2:54][C@H:50]1[C:51]([NH2:53])=[O:52])=[O:48])[CH2:41][C:42]1[N:46]=[CH:45][NH:44][CH:43]=1)=[O:10] |f:3.4.5|. Procedure details: In DMF (2 ml) was dissolved 2,2 dimethyl-4-oxocyclopentanecarboxylic acid [W. H. Perkin, jun., J. F. Thorpe, J. Chem. Soc., 79, 729 (1901)] (100 mg), and HOBT (108 mg) was added to the solution, followed by addition of DCC (145 mg) under cooling at 0° C. The mixture was stirred at 5° C. over night. After addition of L-histidyl-L-prolinamide dihydrobromide (265 mg) followed by addition of triethylamine (0.134 ml), the mixture was stirred at 5° C. for 4 days. After the resultant precipitate was fi... Reactants: C(O)([O-])=O.[Na+] (sodium hydrogen carbonate), C1OC=2C=C(N)C=CC2OC1 (3,4-Ethylenedioxyaniline), COC=1C=C2C(=CC=NC2=CC1OC)OC1=CC=C(C=C1)N (6,7-Dimethoxy-4-(4-aminophenoxy)quinoline), ClC(Cl)(OC(OC(Cl)(Cl)Cl)=O)Cl (triphosgene). Solvent: C1(=CC=CC=C1)C (toluene), C(C)N(CC)CC (triethylamine). The product is C1OC=2C=C(C=CC2OC1)NC(=O)NC1=CC=C(C=C1)OC1=CC=NC2=CC(=C(C=C12)OC)OC (N-(3,4-Ethylenedioxyphenyl)-N'-{4-[(6,7-dimethoxy-4-quinolyl)oxy]phenyl}urea). Yield: 77.7%. RXN SMILES: [CH2:1]1[CH2:11][O:10][C:9]2[CH:8]=[CH:7][C:5]([NH2:6])=[CH:4][C:3]=2[O:2]1.Cl[C:13](Cl)([O:15]C(=O)OC(Cl)(Cl)Cl)Cl.[CH3:24][O:25][C:26]1[CH:27]=[C:28]2[C:33](=[CH:34][C:35]=1[O:36][CH3:37])[N:32]=[CH:31][CH:30]=[C:29]2[O:38][C:39]1[CH:44]=[CH:43][C:42]([NH2:45])=[CH:41][CH:40]=1.C(=O)([O-])O.[Na+]>C1(C)C=CC=CC=1.C(N(CC)CC)C>[CH2:1]1[CH2:11][O:10][C:9]2[CH:8]=[CH:7][C:5]([NH:6][C:13]([NH:45][C:42]3[CH:41]=[CH:40][C:39]([O:38][C:29]4[C:28]5[C:33](=[CH:34][C:35]([O:36][CH3:37])=[C:26]([O:25][CH3:24])[CH:27]=5)[N:32]=[CH:31][CH:30]=4)=[CH:44][CH:43]=3)=[O:15])=[CH:4][C:3]=2[O:2]1 |f:3.4|. Procedure: 3,4-Ethylenedioxyaniline (80 mg) was dissolved in toluene (5 ml), triethylamine (0.5 ml) and then triphosgene (50 mg) were added, and the admixture was refluxed with heat for 1 hour. 6,7-Dimethoxy-4-(4-aminophenoxy)quinoline (52 mg) was added, and the admixture was refluxed with heat for 100 minutes. After the addition of aqueous sodium hydrogen carbonate, the reaction mixture was extracted 2 times with ethyl acetate, and the organic layer was then washed with brine and dried with anhydrous sodi... The reactants are CC1(CCC(C2=CC=CC=C12)C#N)C (1,1-dimethyl-4-cyano-tetralin), potassium tert.butylate, CI (methyl iodide). Solvent: C(C)(C)(C)O (tert.butanol). Run at time 1 hour. Product: CC1(CCC(C2=CC=CC=C12)(C#N)C)C (1,1,4-trimethyl-4-cyano-tetralin). The yield is 69.6%. As a reaction SMILES: [CH3:1][C:2]1([CH3:14])[C:11]2[C:6](=[CH:7][CH:8]=[CH:9][CH:10]=2)[CH:5]([C:12]#[N:13])[CH2:4][CH2:3]1.[CH3:15]I>C(O)(C)(C)C>[CH3:1][C:2]1([CH3:14])[C:11]2[C:6](=[CH:7][CH:8]=[CH:9][CH:10]=2)[C:5]([CH3:15])([C:12]#[N:13])[CH2:4][CH2:3]1. Procedure details: 81.5 g of 1,1-dimethyl-4-cyano-tetralin are added dropwise to 49 g of potassium tert.butylate in 400 ml of tert.butanol and the mixture is stirred at room temperature for 1 hour. At 5° C. there are then added dropwise 72 g of methyl iodide and the mixture is stirred for 15 hours without cooling. The bulk of the tert.butanol is distilled off, the residue is taken up in ether and washed neutral with water, dried over sodium sulphate and evaporated. The residue is distilled in vacuo and there are o... Starting materials: BrB(Br)Br, CCCCCC, ClCCl, COc1ccc(C(=O)N2CCOc3ccncc32)cc1F, O. The product is O=C(c1ccc(O)c(F)c1)N1CCOc2ccncc21. As a reaction SMILES: [B:22]([Br:23])([Br:24])[Br:25].[CH3:26][CH2:27][CH2:28][CH2:29][CH2:30][CH3:31].[Cl:33][CH2:34][Cl:35].[O:1]1[c:2]2[c:3]([cH:18][n:19][cH:20][cH:21]2)[N:4]([C:7](=[O:8])[c:9]2[cH:10][c:11]([F:17])[c:12]([O:15][CH3:16])[cH:13][cH:14]2)[CH2:5][CH2:6]1.[OH2:32]>>[O:1]1[c:2]2[c:3]([cH:18][n:19][cH:20][cH:21]2)[N:4]([C:7](=[O:8])[c:9]2[cH:10][c:11]([F:17])[c:12]([OH:15])[cH:13][cH:14]2)[CH2:5][CH2:6]1. Starting materials: C#Cc1cc(Nc2nccc(C(F)(F)F)n2)cc(-c2cnc(C(C)(C)O)s2)c1, CCOC(C)=O. Yields the product CCc1cc(Nc2nccc(C(F)(F)F)n2)cc(-c2cnc(C(C)(C)O)s2)c1. Reaction SMILES: [C:1](#[CH:2])[c:3]1[cH:4][c:5](-[c:20]2[cH:21][n:22][c:23]([C:25]([CH3:26])([CH3:27])[OH:28])[s:24]2)[cH:6][c:7]([NH:9][c:10]2[n:11][cH:12][cH:13][c:14]([C:16]([F:17])([F:18])[F:19])[n:15]2)[cH:8]1.[CH3:29][CH2:30][O:31][C:32](=[O:33])[CH3:34]>>[CH2:1]([CH3:2])[c:3]1[cH:4][c:5](-[c:20]2[cH:21][n:22][c:23]([C:25]([CH3:26])([CH3:27])[OH:28])[s:24]2)[cH:6][c:7]([NH:9][c:10]2[n:11][cH:12][cH:13][c:14]([C:16]([F:17])([F:18])[F:19])[n:15]2)[cH:8]1.